From a dataset of the Open Reaction Database (ORD), a public repository of structured organic reaction records. describe an organic reaction: reactants, conditions, products, and yield The reactants are C(C)NCC1=CC=C(C=C1)OC (N-ethyl-4-methoxybenzyl amine), OC1=C(C(=O)O)C(=CC=C1)O (2,6-dihydroxybenzoic acid), C(CCl)Cl (EDC), C1=CC2=C(N=C1)N(N=N2)O (HOAt). Run in CN(C)C=O (DMF), CCOC(=O)C (EtOAc). Reaction conditions: time 8 hour. Yields the product C(C)N(C(C1=C(C=CC=C1O)O)=O)CC1=CC=C(C=C1)OC (N-ethyl-N-4-methoxybenzyl 2,6-dihydroxybenzamide). Yield: 32.3%. As a reaction SMILES: [CH2:1]([NH:3][CH2:4][C:5]1[CH:10]=[CH:9][C:8]([O:11][CH3:12])=[CH:7][CH:6]=1)[CH3:2].[OH:13][C:14]1[CH:22]=[CH:21][CH:20]=[C:19]([OH:23])[C:15]=1[C:16](O)=[O:17].C1C=NC2N(O)N=NC=2C=1.C(Cl)CCl>CN(C=O)C.CCOC(C)=O>[CH2:1]([N:3]([CH2:4][C:5]1[CH:6]=[CH:7][C:8]([O:11][CH3:12])=[CH:9][CH:10]=1)[C:16](=[O:17])[C:15]1[C:14]([OH:13])=[CH:22][CH:21]=[CH:20][C:19]=1[OH:23])[CH3:2]. Procedure details: To a stirred solution of N-ethyl-4-methoxybenzyl amine (1.07 g, 6.49 mmol) in DMF (10 mL) was added 2,6-dihydroxybenzoic acid (1.0 g, 6.49 mmol) followed by HOAt (0.97 g, 7.14 mmol) and EDC (1.31 g, 6.81 mmol). After stirring overnight, the reaction was diluted with EtOAc prior to washing 3× with H2O. The combined aqueous layers were extracted once with EtOAc. The organic fractions were combined, washed once with brine, and dried over Na2SO4 prior to concentrating using a rotary evaporator. The ...